Dataset: the Open Reaction Database (ORD), a public repository of structured organic reaction records. Task: describe an organic reaction: reactants, conditions, products, and yield Product: C(C)[NH+](C(C)C)C(C)C (ethyldiisopropyl-ammonium), OC1=CC(C2CCC1C2)=O (4-hydroxybicyclo[3.2.1]oct-3-en-2-one). Procedure details: Analogously to Example P1, 1.38 g (10 mmol) of 4-methylene-3-oxabicyclo[3.2.1]octan-2-one are stirred over a period of 12 hours in the presence of 1.29 g (10 mmol) of Hünig's base and 0.13 g of potassium cyanide in 10 ml of acetonitrile. Solid components (potassium salts) are filtered off and the filtrate is evaporated to dryness to yield the ethyldiisopropyl-ammonium salt of 4-hydroxybicyclo[3.2.1]oct-3-en-2-one in the form of a resin. The reactants are C=C1OC(C2CCC1C2)=O (4-methylene-3-oxabicyclo[3.2.1]octan-2-one), CCN(C(C)C)C(C)C (Hünig's base), [C-]#N.[K+] (potassium cyanide). Solvent: C(C)#N (acetonitrile). Reaction SMILES: [CH2:1]=[C:2]1[CH:8]2[CH2:9][CH:5]([CH2:6][CH2:7]2)[C:4](=[O:10])[O:3]1.[CH3:11][CH2:12][N:13]([CH:17]([CH3:19])[CH3:18])[CH:14]([CH3:16])[CH3:15].[C-]#N.[K+]>C(#N)C>[CH2:12]([NH+:13]([CH:17]([CH3:19])[CH3:18])[CH:14]([CH3:16])[CH3:15])[CH3:11].[OH:3][C:2]1[CH:8]2[CH2:9][CH:5]([CH2:6][CH2:7]2)[C:4](=[O:10])[CH:1]=1 |f:2.3|. Starting materials: CC=1C=NC=2C(CCCC2C1)C(=O)N (3-Methyl-5,6,7,8-tetrahydroquinoline-8-carboxamide), P12(=S)SP3(=S)SP(=S)(S1)SP(=S)(S2)S3 (P2S5). Yields the product CC=1C=NC=2C(CCCC2C1)C#N (3-methyl-8-cyano-5,6,7,8-tetrahydroquinoline). As a reaction SMILES: [CH3:1][C:2]1[CH:3]=[N:4][C:5]2[CH:6]([C:12]([NH2:14])=O)[CH2:7][CH2:8][CH2:9][C:10]=2[CH:11]=1.P12(SP3(SP(SP(S3)(S1)=S)(=S)S2)=S)=S>>[CH3:1][C:2]1[CH:3]=[N:4][C:5]2[CH:6]([C:12]#[N:14])[CH2:7][CH2:8][CH2:9][C:10]=2[CH:11]=1. Procedure: 3-Methyl-5,6,7,8-tetrahydroquinoline-8-carboxamide was treated with P2S5 to give 3-methyl-8-cyano-5,6,7,8-tetrahydroquinoline which was treated with H2S as described in Example 8 giving the title compound as colourless needles from benzene m.p. 151° (50% yield) (Found: C, 63.71; H, 6.85; N, 13.38% C11H14N2S requires: C, 64.04; H, 6.84; N, 13.58%). Starting materials: ice water, ClC1=NC(=NC(=C1)C1=CC=C(C=C1)OC)C (4-chloro-6-(4-methoxyphenyl)-2-methylpyrimidine), N1(CCCCC1)CCO (2-piperidinoethanol), [H-].[Na+] (sodium hydride), Cl.C(C)O (ethanol hydrochloride). The solvent is C(C)O (ethanol), O1CCCC1 (tetrahydrofuran). Conditions: time 3 hour. Yields the product Cl.Cl.COC1=CC=C(C=C1)C1=NC(=NC(=C1)OCCN1CCCCC1)C (4-(4-methoxyphenyl)-2-methyl-6-(2-piperidinoethoxy)pyrimidine dihydrochloride). Reaction SMILES: [Cl:1][C:2]1[CH:7]=[C:6]([C:8]2[CH:13]=[CH:12][C:11]([O:14][CH3:15])=[CH:10][CH:9]=2)[N:5]=[C:4]([CH3:16])[N:3]=1.[N:17]1([CH2:23][CH2:24][OH:25])[CH2:22][CH2:21][CH2:20][CH2:19][CH2:18]1.[H-].[Na+].[ClH:28].C(O)C>O1CCCC1.C(O)C>[ClH:1].[ClH:28].[CH3:15][O:14][C:11]1[CH:12]=[CH:13][C:8]([C:6]2[CH:7]=[C:2]([O:25][CH2:24][CH2:23][N:17]3[CH2:22][CH2:21][CH2:20][CH2:19][CH2:18]3)[N:3]=[C:4]([CH3:16])[N:5]=2)=[CH:9][CH:10]=1 |f:2.3,4.5,8.9.10|. Procedure: 1.17 g of 4-chloro-6-(4-methoxyphenyl)-2-methylpyrimidine and 0.65 g of 2-piperidinoethanol were dissolved in 10 ml of dried tetrahydrofuran. After the addition of 60% sodium hydride 0.2 g, the mixture was stirred for 3 hours at room temperature. The reaction mixture was poured into ice-water, and then was extracted with ethyl acetate. The extract was washed with water and was dried with anhydrous magnesium sulfate, and then this was evaporated in vacuo. The residue was purified with column chro...